The task is: describe an organic reaction: reactants, conditions, products, and yield. This data is from the Open Reaction Database (ORD), a public repository of structured organic reaction records. The reactants are COC(=O)C1=C(OC=C1)Br (2-Bromofuran-3-carboxylic acid methyl ester), C(C)(C)(C)OC(=O)N1CCC(=CC1)B1OC(C(O1)(C)C)(C)C (4-(4,4,5,5-tetramethyl-[1,3,2]dioxaborolan-2-yl)-3,6-dihydro-2H-pyridine-1-carboxylic acid t-butyl ester), C(=O)([O-])[O-].[Na+].[Na+] (Na2CO3). The reagents and catalysts are Cl[Pd]([P](C1=CC=CC=C1)(C2=CC=CC=C2)C3=CC=CC=C3)([P](C4=CC=CC=C4)(C5=CC=CC=C5)C6=CC=CC=C6)Cl (PdCl2(PPh3)2). Run in C1CCOC1 (THF). Reaction conditions: temperature 80 celsius. The product is C(C)(C)(C)OC(=O)N1CCC(=CC1)C=1OC=CC1C(=O)OC (4-(3-methoxycarbonylfuran-2-yl)-3,6-dihydro-2H-pyridine-1-carboxylic acid t-butyl ester). Yield: 75.9%. As a reaction SMILES: [CH3:1][O:2][C:3]([C:5]1[CH:9]=[CH:8][O:7][C:6]=1Br)=[O:4].[C:11]([O:15][C:16]([N:18]1[CH2:23][CH:22]=[C:21](B2OC(C)(C)C(C)(C)O2)[CH2:20][CH2:19]1)=[O:17])([CH3:14])([CH3:13])[CH3:12].C([O-])([O-])=O.[Na+].[Na+]>Cl[Pd](Cl)([P](C1C=CC=CC=1)(C1C=CC=CC=1)C1C=CC=CC=1)[P](C1C=CC=CC=1)(C1C=CC=CC=1)C1C=CC=CC=1.C1COCC1>[C:11]([O:15][C:16]([N:18]1[CH2:19][CH:20]=[C:21]([C:6]2[O:7][CH:8]=[CH:9][C:5]=2[C:3]([O:2][CH3:1])=[O:4])[CH2:22][CH2:23]1)=[O:17])([CH3:14])([CH3:12])[CH3:13] |f:2.3.4,^1:41,60|. Reported procedure: 2-Bromofuran-3-carboxylic acid methyl ester (3.0 g, 15 mmol, 1.0 eq.), 4-(4,4,5,5-tetramethyl-[1,3,2]dioxaborolan-2-yl)-3,6-dihydro-2H-pyridine-1-carboxylic acid t-butyl ester (4.5 g, 15 mmol, 1.0 eq.), THF (150 mL) and Na2CO3 (30 mL, 60 mmol, 4.0 eq.) were combined. The mixture was degassed and purged with nitrogen (3×). PdCl2(PPh3)2 (0.3 g, 0.4 mmol, 0.03 eq.) was added, and the mixture was again degassed and purged with nitrogen (3×), then heated at 80° C. overnight. The mixture was then cool... The reactants are [OH-].[Na+] (sodium hydroxide), C(C)OC(CCCCC=1C=NC=NC1)=S (3-(pyrimidin-5-yl)propylthioacetic acid ethyl ester), O (water). Run in CO (methanol). Conditions: time 16 hour. The product is N1=CN=CC(=C1)CCCCC(=S)O (3-(pyrimidin-5-yl)propyl-thioacetic acid). Isolated yield 49.1%. Reaction SMILES: [OH-].[Na+].C([O:5][C:6](=[S:17])[CH2:7][CH2:8][CH2:9][CH2:10][C:11]1[CH:12]=[N:13][CH:14]=[N:15][CH:16]=1)C.O>CO>[N:13]1[CH:12]=[C:11]([CH2:10][CH2:9][CH2:8][CH2:7][C:6]([OH:5])=[S:17])[CH:16]=[N:15][CH:14]=1 |f:0.1|. Reported procedure: 20 ml (40 mmol) of 2N sodium hydroxide solution are added dropwise to 7.8 g (32.5 mmol) of 3-(pyrimidin-5-yl)propylthioacetic acid ethyl ester in 20 ml of methanol. The mixture is then stirred for 16 hours at room temperature; a small amount of water is added and the mixture is extracted with dichloromethane, dried over sodium sulfate and filtered with suction and the filtrate is concentrated. 3.13 g (46% of theory) of 3-(pyrimidin-5-yl)propyl-thioacetic acid are obtained in the form of a brown ... Reactants: CC(C)N1CC(=O)N(C)c2cnc(Cl)nc21, ClCCl, Nc1cccc(S(=O)(=O)CCO)c1. The product is CC(C)N1CC(=O)N(C)c2cnc(Nc3cccc(S(=O)(=O)CCO)c3)nc21. As a reaction SMILES: [Cl:1][c:2]1[n:3][c:4]2[c:9]([cH:10][n:11]1)[N:8]([CH3:12])[C:7](=[O:13])[CH2:6][N:5]2[CH:14]([CH3:15])[CH3:16].[Cl:30][CH2:31][Cl:32].[NH2:17][c:18]1[cH:19][c:20]([S:24](=[O:25])(=[O:26])[CH2:27][CH2:28][OH:29])[cH:21][cH:22][cH:23]1>>[c:2]1([NH:17][c:18]2[cH:19][c:20]([S:24](=[O:25])(=[O:26])[CH2:27][CH2:28][OH:29])[cH:21][cH:22][cH:23]2)[n:3][c:4]2[c:9]([cH:10][n:11]1)[N:8]([CH3:12])[C:7](=[O:13])[CH2:6][N:5]2[CH:14]([CH3:15])[CH3:16]. Starting materials: C1CCOC1, [Cl-], Cn1cncc1C(O)(c1ccc(Cl)cc1)c1ccc2c(c1)C(c1cccc(Cl)c1)SCC(=S)N2, NN, [Na+], O. The product is Cn1cncc1C(O)(c1ccc(Cl)cc1)c1ccc2c(c1)C(c1cccc(Cl)c1)SCC(NN)=N2. As a reaction SMILES: [CH2:40]1[O:41][CH2:42][CH2:43][CH2:44]1.[Cl-:38].[Cl:3][c:4]1[cH:5][c:6]([CH:10]2[S:11][CH2:12][C:13](=[S:36])[NH:14][c:15]3[c:16]2[cH:17][c:18]([C:21]([c:22]2[cH:23][n:24][cH:25][n:26]2[CH3:27])([OH:28])[c:29]2[cH:30][cH:31][c:32]([Cl:35])[cH:33][cH:34]2)[cH:19][cH:20]3)[cH:7][cH:8][cH:9]1.[NH2:1][NH2:2].[Na+:39].[OH2:37]>>[NH:1]([NH2:2])[C:13]1=[N:14][c:15]2[c:16]([cH:17][c:18]([C:21]([c:22]3[cH:23][n:24][cH:25][n:26]3[CH3:27])([OH:28])[c:29]3[cH:30][cH:31][c:32]([Cl:35])[cH:33][cH:34]3)[cH:19][cH:20]2)[CH:10]([c:6]2[cH:5][c:4]([Cl:3])[cH:9][cH:8][cH:7]2)[S:11][CH2:12]1. The reactants are COC(=O)[C@@H]1CC[C@H](CC1)CN1C(CN(C=C1)C(=O)OCC1=CC=CC=C1)=O (1-(trans-4-methoxycarbonylcyclohexylmethyl)-4-benzyloxycarbonyl-2-oxo-1,2,3,4-tetrahydropyrazine). Reagents/catalysts: [Pd] (palladium on carbon). The solvent is CO (methanol). Yields the product COC(=O)[C@@H]1CC[C@H](CC1)CN1C(CNCC1)=O (1-(trans-4-methoxycarbonylcyclohexylmethyl)-2-piperazinone). Reaction SMILES: [CH3:1][O:2][C:3]([C@H:5]1[CH2:10][CH2:9][C@H:8]([CH2:11][N:12]2[CH:17]=[CH:16][N:15](C(OCC3C=CC=CC=3)=O)[CH2:14][C:13]2=[O:28])[CH2:7][CH2:6]1)=[O:4]>[Pd].CO>[CH3:1][O:2][C:3]([C@H:5]1[CH2:6][CH2:7][C@H:8]([CH2:11][N:12]2[CH2:17][CH2:16][NH:15][CH2:14][C:13]2=[O:28])[CH2:9][CH2:10]1)=[O:4]. Reported procedure: A solution of 1-(trans-4-methoxycarbonylcyclohexylmethyl)-4-benzyloxycarbonyl-2-oxo-1,2,3,4-tetrahydropyrazine (2.0 g) and 10% palladium on carbon (400 mg) in methanol (80 ml) was stirred at room temperature for 15 hours, under hydrogen atmosphere, and the catalyst was filtered off. The reaction solution was concentrated to give colorless oil of 1-(trans-4-methoxycarbonylcyclohexylmethyl)-2-piperazinone. To the obtained 1-(trans-4-methoxycarbonylcyclohexylmethyl)-2-piperazinone were added ethyl ... The reactants are CC(=O)OI1(C=2C=CC=CC2C(=O)O1)(OC(=O)C)OC(=O)C (Dess-Martin Periodinane), FC(C[C@@H](C(N[C@@H](CC)C(C=1OC(=NN1)C1=CC=C(C=C1)OC(F)(F)F)O)=O)NC(=O)N1CCOCC1)(CCC)F (morpholine-4-carboxylic acid [(S)-3,3-difluoro-1-((S)-1-{hydroxy-[5-(4-trifluoromethoxy-phenyl)-1,3,4-oxadiazol-2-yl]-methyl}-propylcarbamoyl)-hexyl]-amide), [O-]S(=O)(=S)[O-].[Na+].[Na+] (Na2S2O3). Solvent: C(Cl)Cl (methylene chloride), C(=O)(O)[O-].[Na+] (NaHCO3). Reaction conditions: time 3 hour. The product is FC(C[C@@H](C(N[C@@H](CC)C(=O)C=1OC(=NN1)C1=CC=C(C=C1)OC(F)(F)F)=O)NC(=O)N1CCOCC1)(CCC)F (morpholine-4-carboxylic acid ((S)-3,3-difluoro-1-{(S)-1-[5-(4-trifluoromethoxy-phenyl)-1,3,4-oxadiazole-2-carbonyl]-propylcarbamoyl}-hexyl)-amide). Yield: 65.9%. Reaction SMILES: CC(OI1(OC(C)=O)(OC(C)=O)OC(=O)C2C=CC=CC1=2)=O.[F:23][C:24]([F:63])([CH2:60][CH2:61][CH3:62])[CH2:25][C@H:26]([NH:51][C:52]([N:54]1[CH2:59][CH2:58][O:57][CH2:56][CH2:55]1)=[O:53])[C:27](=[O:50])[NH:28][C@H:29]([CH:32]([OH:49])[C:33]1[O:34][C:35]([C:38]2[CH:43]=[CH:42][C:41]([O:44][C:45]([F:48])([F:47])[F:46])=[CH:40][CH:39]=2)=[N:36][N:37]=1)[CH2:30][CH3:31].[O-]S([O-])(=S)=O.[Na+].[Na+]>C(Cl)Cl.C([O-])(O)=O.[Na+]>[F:63][C:24]([F:23])([CH2:60][CH2:61][CH3:62])[CH2:25][C@H:26]([NH:51][C:52]([N:54]1[CH2:55][CH2:56][O:57][CH2:58][CH2:59]1)=[O:53])[C:27](=[O:50])[NH:28][C@H:29]([C:32]([C:33]1[O:34][C:35]([C:38]2[CH:43]=[CH:42][C:41]([O:44][C:45]([F:46])([F:47])[F:48])=[CH:40][CH:39]=2)=[N:36][N:37]=1)=[O:49])[CH2:30][CH3:31] |f:2.3.4,6.7|. Reported procedure: Dess-Martin Periodinane (15 wt % in DCM, 0.58 gm, 0.21 mmol) is added to a solution of morpholine-4-carboxylic acid [(S)-3,3-difluoro-1-((S)-1-{hydroxy-[5-(4-trifluoromethoxy-phenyl)-1,3,4-oxadiazol-2-yl]-methyl}-propylcarbamoyl)-hexyl]-amide (61 mg, 0.10 mmol) in dry methylene chloride (8 mL) and stirred at room temperature for 3 hrs. The reaction is quenched with a solution of Na2S2O3 (81.43 mg, 0.50 mmol) in aqueous NaHCO3. The organic layer is separated and the aqueous extracted with dichlor...